Dataset: the Open Reaction Database (ORD), a public repository of structured organic reaction records. Task: describe an organic reaction: reactants, conditions, products, and yield Starting materials: COC(=O)C(CC(C)C)N1CC(Oc2cccc3ccccc23)=CC1=O, Cl, [Li+], C1CCOC1, [OH-], O, O. Product: CC(C)CC(C(=O)O)N1CC(Oc2cccc3ccccc23)=CC1=O. Reaction SMILES: [CH3:1][O:2][C:3]([CH:4]([CH2:5][CH:6]([CH3:7])[CH3:8])[N:9]1[C:10](=[O:25])[CH:11]=[C:12]([O:14][c:15]2[cH:16][cH:17][cH:18][c:19]3[cH:20][cH:21][cH:22][cH:23][c:24]23)[CH2:13]1)=[O:26].[ClH:30].[Li+:29].[O:31]1[CH2:32][CH2:33][CH2:34][CH2:35]1.[OH-:28].[OH2:27].[OH2:36]>>[O:2]=[C:3]([CH:4]([CH2:5][CH:6]([CH3:7])[CH3:8])[N:9]1[C:10](=[O:25])[CH:11]=[C:12]([O:14][c:15]2[cH:16][cH:17][cH:18][c:19]3[cH:20][cH:21][cH:22][cH:23][c:24]23)[CH2:13]1)[OH:26]. Reactants: C1CCOC1, COc1ccc(S(=O)(=O)Cl)cc1OC, CCOC(C)=O, COc1ccccc1Cc1cc(Cl)ccc1N, c1ccncc1. Product: COc1ccccc1Cc1cc(Cl)ccc1NS(=O)(=O)c1ccc(OC)c(OC)c1. Reaction SMILES: [CH2:38]1[O:39][CH2:40][CH2:41][CH2:42]1.[CH3:24][O:25][c:26]1[cH:27][c:28]([S:34](=[O:35])(=[O:36])[Cl:37])[cH:29][cH:30][c:31]1[O:32][CH3:33].[CH3:43][CH2:44][O:45][C:46](=[O:47])[CH3:48].[NH2:1][c:2]1[c:3]([CH2:9][c:10]2[c:11]([O:16][CH3:17])[cH:12][cH:13][cH:14][cH:15]2)[cH:4][c:5]([Cl:8])[cH:6][cH:7]1.[cH:18]1[cH:19][cH:20][n:21][cH:22][cH:23]1>>[NH:1]([c:2]1[c:3]([CH2:9][c:10]2[c:11]([O:16][CH3:17])[cH:12][cH:13][cH:14][cH:15]2)[cH:4][c:5]([Cl:8])[cH:6][cH:7]1)[S:34]([c:28]1[cH:27][c:26]([O:25][CH3:24])[c:31]([O:32][CH3:33])[cH:30][cH:29]1)(=[O:35])=[O:36].